From a dataset of the Open Reaction Database (ORD), a public repository of structured organic reaction records. describe an organic reaction: reactants, conditions, products, and yield The reactants are Cl (hydrochloric acid), BrCCN1N=C(C=2NC=3C=C(C=CC3C(C2C1=O)=O)Cl)O (2(2-Bromoethyl)-7-chloro-4-hydroxy-1,2,5,10-tetrahydropyridazino[4,5-b]-quinoline-1,10-dione), CO (methanol), C1(=CC=CC=C1)N1CCNCC1 (N-phenylpiperazine). The solvent is CN(C=O)C (dimethylformamide). Conditions: time 5 day. The product is ClC=1C=CC=2C(C3=C(NC2C1)C(=NN(C3=O)CCN3CCN(CC3)C3=CC=CC=C3)O)=O (7-Chloro-4-hydroxy-2-[2-(4-phenylpiperazino)ethyl]-1,2,5,10-tetrahydropyridazino[4,5-b]quinoline-1,10-dione). Yield: 70.2%. Reaction SMILES: Br[CH2:2][CH2:3][N:4]1[C:17](=[O:18])[C:16]2[C:15](=[O:19])[C:14]3[CH:13]=[CH:12][C:11]([Cl:20])=[CH:10][C:9]=3[NH:8][C:7]=2[C:6]([OH:21])=[N:5]1.[C:22]1([N:28]2[CH2:33][CH2:32][NH:31][CH2:30][CH2:29]2)[CH:27]=[CH:26][CH:25]=[CH:24][CH:23]=1.CO.Cl>CN(C)C=O>[Cl:20][C:11]1[CH:12]=[CH:13][C:14]2[C:15](=[O:19])[C:16]3[C:17](=[O:18])[N:4]([CH2:3][CH2:2][N:31]4[CH2:32][CH2:33][N:28]([C:22]5[CH:27]=[CH:26][CH:25]=[CH:24][CH:23]=5)[CH2:29][CH2:30]4)[N:5]=[C:6]([OH:21])[C:7]=3[NH:8][C:9]=2[CH:10]=1. Procedure: 2(2-Bromoethyl)-7-chloro-4-hydroxy-1,2,5,10-tetrahydropyridazino[4,5-b]-quinoline-1,10-dione (0.500 g, 1.35 mM) was stirred in dimethylformamide (10 mL), and N-phenylpiperazine (10 mL, 10.6 g, 65.5 mM) was added. The resulting yellow suspension was heated to ~110° C. to form a clear yellow solution. The solution was heated for 6 hours during which time a precipitate formed. The suspension was cooled to room temperature and stirred for five days. The resulting yellow suspension was dissolved into... The reactants are C(C)(C)(C)OC(=O)N1[C@@H](C[C@@H](C1)C)C(=O)O ((2S,4S)-4-methyl-pyrrolidine-1,2-dicarboxylic acid 1-tert-butyl ester), C(C)(C)N(C(C)C)CC (N,N-diisopropylethylamine), BrC1=CC=C(C(CBr)=O)C=C1 (p-bromophenacyl bromide). Run in C(Cl)Cl (DCM), CC(=O)N(C)C (DMA). Run at temperature 35 celsius, time 3 hour. Yields the product C(C)(C)(C)OC(=O)N1[C@@H](C[C@@H](C1)C)C(=O)OCC(=O)C1=CC=C(C=C1)Br ((2S,4S)-4-Methyl-pyrrolidine-1,2-dicarboxylic acid 2-[2-(4-bromophenyl)-2-oxo-ethyl]ester 1-tert-butyl ester). Reaction SMILES: [Br:1][C:2]1[CH:11]=[CH:10][C:5]([C:6](=[O:9])[CH2:7]Br)=[CH:4][CH:3]=1.[C:12]([O:16][C:17]([N:19]1[CH2:23][C@@H:22]([CH3:24])[CH2:21][C@H:20]1[C:25]([OH:27])=[O:26])=[O:18])([CH3:15])([CH3:14])[CH3:13].C(N(CC)C(C)C)(C)C>C(Cl)Cl.CC(N(C)C)=O>[C:12]([O:16][C:17]([N:19]1[CH2:23][C@@H:22]([CH3:24])[CH2:21][C@H:20]1[C:25]([O:27][CH2:7][C:6]([C:5]1[CH:10]=[CH:11][C:2]([Br:1])=[CH:3][CH:4]=1)=[O:9])=[O:26])=[O:18])([CH3:13])([CH3:14])[CH3:15]. Procedure: To a mixture of p-bromophenacyl bromide (242 mg, 0.87 mmol) in DCM (1.5 mL) and DMA (1.5 mL), under nitrogen, was added (2S,4S)-4-methyl-pyrrolidine-1,2-dicarboxylic acid 1-tert-butyl ester (200 mg, 0.87 mmol) and N,N-diisopropylethylamine (531.8 μL, 3.05 mmol) and the resulting mixture was stirred at 35° C. for 3 h, concentrated under vacuum, dissolved in DCM (30 mL), and washed with water (2×5 ml). The organic layer was dried over magnesium sulfate, filtered, and concentrated under vacuum to p...